Dataset: the Open Reaction Database (ORD), a public repository of structured organic reaction records. Task: describe an organic reaction: reactants, conditions, products, and yield Reactants: [Li]CCCC, CCCCCC, COC(=O)CC1CCCCC1, CC(C)NC(C)C, CC=O, C1CCOC1. Yields the product COC(=O)C(CO)C1CCCCC1. RXN SMILES: [CH2:8]([Li:9])[CH2:10][CH2:11][CH3:12].[CH3:32][CH2:33][CH2:34][CH2:35][CH2:36][CH3:37].[CH:13]1([CH2:19][C:20](=[O:21])[O:22][CH3:23])[CH2:14][CH2:15][CH2:16][CH2:17][CH2:18]1.[CH:1]([NH:2][CH:3]([CH3:4])[CH3:5])([CH3:6])[CH3:7].[CH:24]([CH3:25])=[O:26].[O:27]1[CH2:28][CH2:29][CH2:30][CH2:31]1>>[CH:13]1([CH:19]([C:20](=[O:21])[O:22][CH3:23])[CH2:24][OH:26])[CH2:14][CH2:15][CH2:16][CH2:17][CH2:18]1. The reactants are CC[SiH](CC)CC, ClCCl, COC(c1c[nH]c2ccc(C#N)cc12)C1CN(C(c2ccccc2)c2ccccc2)C1, [NH4+], [OH-], O=C(O)C(F)(F)F. Reaction SMILES: [CH2:32]([SiH:33]([CH2:34][CH3:35])[CH2:36][CH3:37])[CH3:38].[CH2:48]([Cl:49])[Cl:50].[CH:1]([c:2]1[cH:3][cH:4][cH:5][cH:6][cH:7]1)([c:8]1[cH:9][cH:10][cH:11][cH:12][cH:13]1)[N:14]1[CH2:15][CH:16]([CH:18]([c:19]2[cH:20][nH:21][c:22]3[cH:23][cH:24][c:25]([C:28]#[N:29])[cH:26][c:27]23)[O:30][CH3:31])[CH2:17]1.[NH4+:46].[OH-:47].[OH:39][C:40]([C:41]([F:42])([F:43])[F:44])=[O:45]>>[CH:1]([c:2]1[cH:3][cH:4][cH:5][cH:6][cH:7]1)([c:8]1[cH:9][cH:10][cH:11][cH:12][cH:13]1)[N:14]1[CH2:15][CH:16]([CH2:18][c:19]2[cH:20][nH:21][c:22]3[cH:23][cH:24][c:25]([C:28]#[N:29])[cH:26][c:27]23)[CH2:17]1. Product: N#Cc1ccc2[nH]cc(CC3CN(C(c4ccccc4)c4ccccc4)C3)c2c1. Reactants: F[B-](F)(F)F, CCN(C(C)C)C(C)C, CC1(C)CC(=O)Nc2cc(N)ccc21, CN(C)C=O, O, CN(C)C(On1nnc2ccccc21)=[N+](C)C, O=C(O)c1cccnc1NCc1c[nH]c2ncccc12. Product: CC1(C)CC(=O)Nc2cc(NC(=O)c3cccnc3NCc3c[nH]c4ncccc34)ccc21. Reaction SMILES: [B-:35]([F:36])([F:37])([F:38])[F:39].[CH:57]([N:58]([CH2:59][CH3:60])[CH:61]([CH3:62])[CH3:63])([CH3:64])[CH3:65].[NH2:21][c:22]1[cH:23][cH:24][c:25]2[c:30]([cH:31]1)[NH:29][C:28](=[O:32])[CH2:27][C:26]2([CH3:33])[CH3:34].[O:67]=[CH:68][N:69]([CH3:70])[CH3:71].[OH2:66].[n:40]1([O:41][C:42]([N:43]([CH3:44])[CH3:45])=[N+:46]([CH3:47])[CH3:48])[c:49]2[cH:50][cH:51][cH:52][cH:53][c:54]2[n:55][n:56]1.[nH:1]1[cH:2][c:3]([CH2:10][NH:11][c:12]2[c:13]([C:14](=[O:15])[OH:16])[cH:17][cH:18][cH:19][n:20]2)[c:4]2[c:5]1[n:6][cH:7][cH:8][cH:9]2>>[nH:1]1[cH:2][c:3]([CH2:10][NH:11][c:12]2[c:13]([C:14](=[O:16])[NH:21][c:22]3[cH:23][cH:24][c:25]4[c:30]([cH:31]3)[NH:29][C:28](=[O:32])[CH2:27][C:26]4([CH3:33])[CH3:34])[cH:17][cH:18][cH:19][n:20]2)[c:4]2[c:5]1[n:6][cH:7][cH:8][cH:9]2. Procedure: Following a procedure analogous to that for the synthesis Intermediate 122G, 4-chloro-5-methyl-1-(4-(naphthalen-2-ylsulfonylcarbamoyl)-2-(1,2,3,4-tetrahydroisoquinoline-2-carbonyl)phenyl)-1H-pyrazole-3-carboxylic acid (Intermediate 122F, 116 mg, 0.18 mmol) and N-butyl-4-iodoaniline (Okano, K. et al., Org. Lett., 5:4987-4990 (2003)) (59 mg, 0.22 mmol) were converted to the title compound (7 mg, 41%). 1H NMR (MeOD, 1:1 mixture of amide rotamers) δ 8.65 (s, 1H), 8.15-8.07 (m, 1.5H), 8.05-8.00 (m, 3... Isolated yield 4.4%. Yields the product C(CCC)N(C(=O)C1=NN(C(=C1Cl)C)C1=C(C=C(C=C1)C(NS(=O)(=O)C1=CC2=CC=CC=C2C=C1)=O)C(=O)N1CC2=CC=CC=C2CC1)C1=CC=C(C=C1)I (N-Butyl-4-chloro-N-(4-iodophenyl)-5-methyl-1-(4-(naphthalen-2-ylsulfonylcarbamoyl)-2-(1,2,3,4-tetrahydroisoquinoline-2-carbonyl)phenyl)-1H-pyrazole-3-carboxamide). RXN SMILES: [Cl:1][C:2]1[C:3]([C:42]([OH:44])=O)=[N:4][N:5]([C:8]2[CH:13]=[CH:12][C:11]([C:14](=[O:29])[NH:15][S:16]([C:19]3[CH:28]=[CH:27][C:26]4[C:21](=[CH:22][CH:23]=[CH:24][CH:25]=4)[CH:20]=3)(=[O:18])=[O:17])=[CH:10][C:9]=2[C:30]([N:32]2[CH2:41][CH2:40][C:39]3[C:34](=[CH:35][CH:36]=[CH:37][CH:38]=3)[CH2:33]2)=[O:31])[C:6]=1[CH3:7].[CH2:45]([NH:49][C:50]1[CH:55]=[CH:54][C:53]([I:56])=[CH:52][CH:51]=1)[CH2:46][CH2:47][CH3:48]>>[CH2:45]([N:49]([C:50]1[CH:51]=[CH:52][C:53]([I:56])=[CH:54][CH:55]=1)[C:42]([C:3]1[C:2]([Cl:1])=[C:6]([CH3:7])[N:5]([C:8]2[CH:13]=[CH:12][C:11]([C:14](=[O:29])[NH:15][S:16]([C:19]3[CH:28]=[CH:27][C:26]4[C:21](=[CH:22][CH:23]=[CH:24][CH:25]=4)[CH:20]=3)(=[O:18])=[O:17])=[CH:10][C:9]=2[C:30]([N:32]2[CH2:41][CH2:40][C:39]3[C:34](=[CH:35][CH:36]=[CH:37][CH:38]=3)[CH2:33]2)=[O:31])[N:4]=1)=[O:44])[CH2:46][CH2:47][CH3:48]. Reactants: Intermediate 122G, C(CCC)NC1=CC=C(C=C1)I (N-butyl-4-iodoaniline), ClC=1C(=NN(C1C)C1=C(C=C(C=C1)C(NS(=O)(=O)C1=CC2=CC=CC=C2C=C1)=O)C(=O)N1CC2=CC=CC=C2CC1)C(=O)O (4-chloro-5-methyl-1-(4-(naphthalen-2-ylsulfonylcarbamoyl)-2-(1,2,3,4-tetrahydroisoquinoline-2-carbonyl)phenyl)-1H-pyrazole-3-carboxylic acid), ClC=1C(=NN(C1C)C1=C(C=C(C=C1)C(NS(=O)(=O)C1=CC2=CC=CC=C2C=C1)=O)C(=O)N1CC2=CC=CC=C2CC1)C(=O)O (4-chloro-5-methyl-1-(4-(naphthalen-2-ylsulfonylcarbamoyl)-2-(1,2,3,4-tetrahydroisoquinoline-2-carbonyl)phenyl)-1H-pyrazole-3-carboxylic acid).